From a dataset of the Open Reaction Database (ORD), a public repository of structured organic reaction records. describe an organic reaction: reactants, conditions, products, and yield Reactants: [H-].[Na+] (Sodium hydride), CN(C)C=O (DMF), FC=1C=C(C=CC1)[C@H](C)NC(C(CCCCl)=CC1=CC(=C(C=C1)N1C=NC(=C1)C)OC)=O (5-chloro-2-(3-methoxy-4-(4-methyl-1H-imidazol-1-yl)benzylidene)valeric acid ((1S)-1-(3-fluorophenyl)ethyl)amide), O (Water). Solvent: C(C)(=O)OCC (ethyl acetate). Conditions: time 5 minute. Product: FC=1C=C(C=CC1)[C@@H](C)N1C(/C(/CCC1)=C/C1=CC(=C(C=C1)N1C=NC(=C1)C)OC)=O ((E)-1-[(1R)-1-(3-fluorophenyl)ethyl)-3-(3-methoxy-4-(4-methyl-1H-imidazol-1-yl)benzylidene]piperidin-2-one). RXN SMILES: [H-].[Na+].CN(C=O)C.[F:8][C:9]1[CH:10]=[C:11]([C@@H:15]([NH:17][C:18](=[O:39])[C:19](=[CH:24][C:25]2[CH:30]=[CH:29][C:28]([N:31]3[CH:35]=[C:34]([CH3:36])[N:33]=[CH:32]3)=[C:27]([O:37][CH3:38])[CH:26]=2)[CH2:20][CH2:21][CH2:22]Cl)[CH3:16])[CH:12]=[CH:13][CH:14]=1.O>C(OCC)(=O)C>[F:8][C:9]1[CH:10]=[C:11]([C@H:15]([N:17]2[CH2:22][CH2:21][CH2:20]/[C:19](=[CH:24]\[C:25]3[CH:30]=[CH:29][C:28]([N:31]4[CH:35]=[C:34]([CH3:36])[N:33]=[CH:32]4)=[C:27]([O:37][CH3:38])[CH:26]=3)/[C:18]2=[O:39])[CH3:16])[CH:12]=[CH:13][CH:14]=1 |f:0.1|. Reported procedure: To a DMF (3 mL) solution of (E)-5-chloro-2-(3-methoxy-4-(4-methyl-1H-imidazol-1-yl)benzylidene)valeric acid trifluoroacetic acid salt (100 mg) obtained according to the method described in Example 418 and (S)-1-(3-fluorophenyl)ethylamine hydrochloric acid salt (31 mg), IPEA (0.2 mL) and HOBT (36 mg) and EDC (51 mg) were added, and the reaction solution was agitated at room temperature for 3 hours. Saturated sodium bicarbonate water and ethyl acetate were added to the reaction solution, and the o... Reactants: CC(C)(O)c1ccc(Br)nc1, C#C[Si](C)(C)C, C#CC(C)(O)c1ccccc1. Yields the product CC(C)(O)c1ccc(C#C[Si](C)(C)C)nc1. As a reaction SMILES: [Br:1][c:2]1[n:3][cH:4][c:5]([C:8]([CH3:9])([CH3:10])[OH:11])[cH:6][cH:7]1.[CH3:12][Si:13]([CH3:14])([CH3:15])[C:16]#[CH:17].[c:18]1([C:19]([OH:20])([C:21]#[CH:22])[CH3:23])[cH:24][cH:25][cH:26][cH:27][cH:28]1>>[c:2]1([C:17]#[C:16][Si:13]([CH3:12])([CH3:14])[CH3:15])[n:3][cH:4][c:5]([C:8]([CH3:9])([CH3:10])[OH:11])[cH:6][cH:7]1. The reactants are ClC1C(CCC1)=O (2-chlorocyclopentanone), NC(=S)N (thiourea). Run at temperature 80 celsius. Yields the product Cl.S1C(=NC2=C1CCC2)N (5,6-dihydro-4H-cyclopenta[d]thiazol-2-amine hydrochloride). Reaction SMILES: [Cl:1][CH:2]1[CH2:6][CH2:5][CH2:4][C:3]1=O.[NH2:8][C:9]([NH2:11])=[S:10]>>[ClH:1].[S:10]1[C:3]2[CH2:4][CH2:5][CH2:6][C:2]=2[N:8]=[C:9]1[NH2:11] |f:2.3|. Reported procedure: A mixture of 2-chlorocyclopentanone (5.00 g, 39.5 mmol) and thiourea (3.00 g, 39.5 mmol) was heated at 80° C. for 3-4 minutes. After cooling to room temperature, the mixture was triturated with ethanol and the solid was collected by filtration to afford the title compound. MS (ESI) m/z 141 (M+H)+. Starting materials: OC1=C(C(N(C(N1CCC)=O)CC1=CC=CC=C1)=O)C(=O)NCC(=O)O (N-{[6-Hydroxy-2,4-dioxo-3-(phenylmethyl)-1-propyl-1,2,3,4-tetrahydro-5-pyrimidinyl]carbonyl}glycine), C(CCC)N1C(N(C(CC1=O)=O)CC1=CC=CC=C1)=O (1-butyl-3-(phenylmethyl)-2,4,6(1H,3H,5H)-pyrimidinetrione), C(C)(C)N(CC)C(C)C (diisopropylethylamine), N(=C=O)CC(=O)OCC (ethyl isocyanatoacetate). Solvent: C(Cl)(Cl)Cl (chloroform). Reaction conditions: time 3 hour. Product: C(CCC)N1C(N(C(C(=C1O)C(=O)NCC(=O)O)=O)CC1=CC=CC=C1)=O (N-{[1-Butyl-6-hydroxy-2,4-dioxo-3-(phenylmethyl)-1,2,3,4-tetrahydro-5-pyrimidinyl]carbonyl}glycine). The yield is 63.0%. Reaction SMILES: [OH:1][C:2]1[N:7]([CH2:8][CH2:9][CH3:10])[C:6](=[O:11])[N:5]([CH2:12][C:13]2[CH:18]=[CH:17][CH:16]=[CH:15][CH:14]=2)[C:4](=[O:19])[C:3]=1[C:20]([NH:22][CH2:23][C:24]([OH:26])=[O:25])=[O:21].[CH2:27](N1C(=O)CC(=O)N(CC2C=CC=CC=2)C1=O)CCC.C(N(C(C)C)CC)(C)C.N(CC(OCC)=O)=C=O>C(Cl)(Cl)Cl>[CH2:8]([N:7]1[C:2]([OH:1])=[C:3]([C:20]([NH:22][CH2:23][C:24]([OH:26])=[O:25])=[O:21])[C:4](=[O:19])[N:5]([CH2:12][C:13]2[CH:18]=[CH:17][CH:16]=[CH:15][CH:14]=2)[C:6]1=[O:11])[CH2:9][CH2:10][CH3:27]. Procedure: N-{[6-Hydroxy-2,4-dioxo-3-(phenylmethyl)-1-propyl-1,2,3,4-tetrahydro-5-pyrimidinyl]carbonyl}glycine. A solution of 1-butyl-3-(phenylmethyl)-2,4,6(1H,3H,5H)-pyrimidinetrione (676 mg, 2.46 mmoles) and diisopropylethylamine (826 uL, 4.93 mmoles) in chloroform (12 mL) was treated with ethyl isocyanatoacetate (211 uL, 2.46 mmoles) and stirred for 3 hours under argon. The mixture was washed with 1 molar hydrochloric acid (×2), dried and evaporated. The residue was dissolved in ethanol (10 mL), treated...